Dataset: the Open Reaction Database (ORD), a public repository of structured organic reaction records. Task: describe an organic reaction: reactants, conditions, products, and yield Starting materials: CCOc1ccnc(N2CCCC2)n1, CN(C)C=O, O=P(Cl)(Cl)Cl. Yields the product Clc1ccnc(N2CCCC2)n1. As a reaction SMILES: [CH2:1]([O:2][c:4]1[n:5][c:6]([N:10]2[CH2:11][CH2:12][CH2:13][CH2:14]2)[n:7][cH:8][cH:9]1)[CH3:3].[O:20]=[CH:21][N:22]([CH3:23])[CH3:24].[P:15]([Cl:16])([Cl:17])([Cl:18])=[O:19]>>[c:4]1([Cl:17])[n:5][c:6]([N:10]2[CH2:11][CH2:12][CH2:13][CH2:14]2)[n:7][cH:8][cH:9]1. Starting materials: COC(CC1=C(N(C2=NC=CC=C21)S(=O)(=O)C2=CC(=C(C=C2)F)C#N)C)=O ([1-(3-cyano-4-fluoro-benzenesulfonyl)-2-methyl-1H-pyrrolo[2,3-b]pyridin-3-yl]-acetic acid methyl ester), C([O-])([O-])=O.[K+].[K+] (potassium carbonate), N1CCOCC1 (morpholine). Solvent: C(C)#N (acetonitrile). Conditions: time 2 hour. The product is COC(CC1=C(N(C2=NC=CC=C21)S(=O)(=O)C2=CC(=C(C=C2)N2CCOCC2)C#N)C)=O ([1-(3-Cyano-4-morpholin-4-yl-benzenesulfonyl)-2-methyl-1H-pyrrolo[2,3-b]pyridin-3-yl]-acetic acid methyl ester). Reaction SMILES: [CH3:1][O:2][C:3](=[O:27])[CH2:4][C:5]1[C:13]2[C:8](=[N:9][CH:10]=[CH:11][CH:12]=2)[N:7]([S:14]([C:17]2[CH:22]=[CH:21][C:20](F)=[C:19]([C:24]#[N:25])[CH:18]=2)(=[O:16])=[O:15])[C:6]=1[CH3:26].C(=O)([O-])[O-].[K+].[K+].[NH:34]1[CH2:39][CH2:38][O:37][CH2:36][CH2:35]1>C(#N)C>[CH3:1][O:2][C:3](=[O:27])[CH2:4][C:5]1[C:13]2[C:8](=[N:9][CH:10]=[CH:11][CH:12]=2)[N:7]([S:14]([C:17]2[CH:22]=[CH:21][C:20]([N:34]3[CH2:39][CH2:38][O:37][CH2:36][CH2:35]3)=[C:19]([C:24]#[N:25])[CH:18]=2)(=[O:16])=[O:15])[C:6]=1[CH3:26] |f:1.2.3|. Procedure details: To a solution of [1-(3-cyano-4-fluoro-benzenesulfonyl)-2-methyl-1H-pyrrolo[2,3-b]pyridin-3-yl]-acetic acid methyl ester (Example 54a) (60.7 mg, 0.157 mmol) in acetonitrile (3 ml) is added potassium carbonate (43.3 mg, 0.314 mmol) followed by morpholine (27.6 μl, 0.314 mmol). The reaction mixture is stirred at room temperature for 2 hours and then filtered and concentrated in vacuo to yield the titled compound as an orange oil which is used crude in the next step. (MH+ 455). The reactants are Cl (hydrochloric acid), aqueous solution, [OH-].[K+] (potassium hydroxide), C(C)(=O)OC=1C(=C(C(=C(C1C)CCC(=C)C)O)C)C (4-(5-acetoxy-2-hydroxy-3,4,6-trimethylphenyl)-2-methyl-1-butene), solution, C(C)OCC (ethyl ether). Run in C(C)O (ethyl alcohol), C(C)O (ethyl alcohol), O (water). Run at time 22 hour. The product is OC1=C(C(=C(C(=C1C)C)O)C)CCC(=C)C (4-(2,5-Dihydroxy-3,4,6-trimethylphenyl)-2-methyl-1-butene). As a reaction SMILES: C([O:4][C:5]1[C:6]([CH3:19])=[C:7]([CH3:18])[C:8]([OH:17])=[C:9]([CH2:12][CH2:13][C:14]([CH3:16])=[CH2:15])[C:10]=1[CH3:11])(=O)C.[OH-].[K+].C(OCC)C.Cl>C(O)C.O>[OH:17][C:8]1[C:7]([CH3:18])=[C:6]([CH3:19])[C:5]([OH:4])=[C:10]([CH3:11])[C:9]=1[CH2:12][CH2:13][C:14]([CH3:16])=[CH2:15] |f:1.2|. Procedure: A solution containing 7.6 g (0.029 moles) of 4-(5-acetoxy-2-hydroxy-3,4,6-trimethylphenyl)-2-methyl-1-butene in 90 ml of 95% ethyl alcohol, is added with 90 ml of a solution containing 14.9 g (0.264 moles) of potassium hydroxide in 95% ethyl alcohol. The reaction mixture is kept for 22 hours at 90° C., then is diluted by adding ethyl ether and water, acidified to pH 5 with a 10% aqueous solution of hydrochloric acid and the product is extracted with ethyl ether. The crude product is obtained by ...